Task: describe an organic reaction: reactants, conditions, products, and yield. Dataset: the Open Reaction Database (ORD), a public repository of structured organic reaction records Reactants: [N-]=[N+]=[N-].[Na+] (sodium azide), BrCC(=O)C1=C(C=CC=C1)OC (2-bromo-2′-methoxyacetophenone). Run in CS(=O)C (DMSO), O (water). Reaction conditions: time 18 hour. Product: N(=[N+]=[N-])CC(=O)C1=C(C=CC=C1)OC (2-azido-1-(2-methoxyphenyl)-ethanone). Isolated yield 84.7%. As a reaction SMILES: [N-:1]=[N+:2]=[N-:3].[Na+].Br[CH2:6][C:7]([C:9]1[CH:14]=[CH:13][CH:12]=[CH:11][C:10]=1[O:15][CH3:16])=[O:8]>CS(C)=O.O>[N:1]([CH2:6][C:7]([C:9]1[CH:14]=[CH:13][CH:12]=[CH:11][C:10]=1[O:15][CH3:16])=[O:8])=[N+:2]=[N-:3] |f:0.1|. Procedure: Add sodium azide (2.14 g, 32.92 mmol) to a solution of 2-bromo-2′-methoxyacetophenone (5.01 g, 21.87 mmol) in 75 ml of DMSO. Stir the mixture at ambient temperature for 18 hours and dilute it with 250 ml of water. Extract the mixture with ether (3×). Dry the combined organic layers with MgSO4. Filter off the drying agent and concentrate in vacuo to afford 3.54 g of 2-azido-1-(2-methoxyphenyl)-ethanone. Reactants: ICCN1C(=C(C(=C1)C)C(=O)OCC)CC(=O)OCC (Ethyl 1-(2-iodoethyl)-3-carboethoxy-4-methyl-pyrrole-2-acetate), [H-].[Na+] (NaH). Solvent: CN(C=O)C (dimethylformamide). Reaction conditions: time 60 minute. Product: CC=1C(=C2N(CCC2C(=O)OCC)C1)C(=O)OCC (diethyl 1,2-dihydro-6-methyl-3H-pyrrolo-[1,2-a]pyrrole-1,7-dicarboxylate). RXN SMILES: I[CH2:2][CH2:3][N:4]1[CH:8]=[C:7]([CH3:9])[C:6]([C:10]([O:12][CH2:13][CH3:14])=[O:11])=[C:5]1[CH2:15][C:16]([O:18][CH2:19][CH3:20])=[O:17].[H-].[Na+]>CN(C)C=O>[CH3:9][C:7]1[C:6]([C:10]([O:12][CH2:13][CH3:14])=[O:11])=[C:5]2[CH:15]([C:16]([O:18][CH2:19][CH3:20])=[O:17])[CH2:2][CH2:3][N:4]2[CH:8]=1 |f:1.2|. Procedure: Ethyl 1-(2-iodoethyl)-3-carboethoxy-4-methyl-pyrrole-2-acetate in 65 ml of dry dimethylformamide was treated with 1.6 g NaH (60% in mineral oil) and stirred for 60 minutes at room temperature. The mixture was quenched with 100 ml of water and extracted with ethylacetate (3×100 ml). The ethyl acetate layer was washed with water, dried over MgSO4, filtered and evaporated to dryness to yield 6.4 g of crude diethyl 1,2-dihydro-6-methyl-3H-pyrrolo-[1,2-a]pyrrole-1,7-dicarboxylate to be used in the ne...